Dataset: the Open Reaction Database (ORD), a public repository of structured organic reaction records. Task: describe an organic reaction: reactants, conditions, products, and yield The reactants are α,ω-aliphatic dicarboxylic acid, dicarboxylic acids, C1(=CC(=CC=C1)CN)CN (m-xylylenediamine), aromatic dicarboxylic acid, α,ω-aliphatic dicarboxylic acid, C1(=CC(=CC=C1)CN)CN (m-xylylenediamine), C(CCCCC(=O)O)(=O)O (adipic acid), aromatic dicarboxylic acid, aromatic dicarboxylic acid, m-xylylenediamine aromatic dicarboxylic acid, C(CCCCC(=O)O)(=O)O (adipic acid), aromatic dicarboxylic acid, α,ω-aliphatic dicarboxylic acid, C1(=CC(=CC=C1)CN)CN (m-xylylenediamine), aromatic dicarboxylic acid. The solvent is α,ω-aliphatic dicarboxylic acid. The product is C1(=CC(=CC=C1)CN)CN.C(CCCCC(=O)O)(=O)O (m-xylylenediamine adipic acid), m-xylylenediamine aromatic dicarboxylic acid. RXN SMILES: [C:1]([OH:10])(=[O:9])[CH2:2][CH2:3][CH2:4][CH2:5][C:6]([OH:8])=[O:7].[C:11]1([CH2:19][NH2:20])[CH:16]=[CH:15][CH:14]=[C:13]([CH2:17][NH2:18])[CH:12]=1>>[C:11]1([CH2:19][NH2:20])[CH:16]=[CH:15][CH:14]=[C:13]([CH2:17][NH2:18])[CH:12]=1.[C:1]([OH:10])(=[O:9])[CH2:2][CH2:3][CH2:4][CH2:5][C:6]([OH:8])=[O:7] |f:2.3|. Procedure details: Generally, the melting point of aromatic dicarboxylic acid is higher than that of straight-chain α,ω-aliphatic dicarboxylic acid. Therefore, there is a temperature range in which a mixture of dicarboxylic acids is in a suspension phase comprising a molten straight-chain α,ω-aliphatic dicarboxylic acid and a solid aromatic dicarboxylic acid not dissolved in the molten straight-chain α,ω-aliphatic dicarboxylic acid. For example, since adipic acid melts at 170° C. but the aromatic dicarboxylic acid... Starting materials: OC1=C(C(OC1(C1=CC=CC=C1)C1=CC=C(C=C1)CC(C)C)=O)OCC1=CC=CC=C1 (4-hydroxy-5-(4-isobutylphenyl)-5-phenyl-3-phenylmethoxy-2(5H)-furanone), 3,4-dihydroxy-5-methyl-5-phenyl, O1C(C=CC1)=O (5H-furanone). Yields the product OC=1C(OC(C1O)(C1=CC=CC=C1)C1=CC=C(C=C1)CC(C)C)=O (3,4-dihydroxy-5-(4-isobutylphenyl)-5-phenyl-2(5H)-furanone). The yield is 51.4%. RXN SMILES: [OH:1][C:2]1[C:6]([C:13]2[CH:18]=[CH:17][C:16]([CH2:19][CH:20]([CH3:22])[CH3:21])=[CH:15][CH:14]=2)([C:7]2[CH:12]=[CH:11][CH:10]=[CH:9][CH:8]=2)[O:5][C:4](=[O:23])[C:3]=1[O:24]CC1C=CC=CC=1.O1CC=CC1=O>>[OH:24][C:3]1[C:4](=[O:23])[O:5][C:6]([C:13]2[CH:14]=[CH:15][C:16]([CH2:19][CH:20]([CH3:21])[CH3:22])=[CH:17][CH:18]=2)([C:7]2[CH:12]=[CH:11][CH:10]=[CH:9][CH:8]=2)[C:2]=1[OH:1]. Reported procedure: Hydrogenolysis of 500 mg (1.2 mmol) of 4-hydroxy-5-(4-isobutylphenyl)-5-phenyl-3-phenylmethoxy-2(5H)-furanone was performed in a similar manner as described in the preparation of 3,4-dihydroxy-5-methyl-5-phenyl-2(5H-furanone to provide 200 mg (51% yield) of 3,4-dihydroxy-5-(4-isobutylphenyl)-5-phenyl-2(5H)-furanone as a white powder: mp 138-139° C. (CHCl3/hexanes). 1H NMR (acetone-d6) δ 7.40-7.15 (m, 9H), 2.49 (d, J=7.1 Hz, 2H), 1.94-1.74 (m, 1H), 0.89 (d, J=6.5 Hz, 6H). Anal Calcd for C20H20O4:...